Task: describe an organic reaction: reactants, conditions, products, and yield. Dataset: the Open Reaction Database (ORD), a public repository of structured organic reaction records Reactants: CI (methyl iodide), C(C)(C)(C)OC(=O)NC(CO)C=1C=C(CCNC(OCC2=CC=CC=C2)=O)C=CC1 (benzyl 3-{(1R/S)-1-[(tert-butoxycarbonyl)amino]-2-hydroxyethyl}phenethylcarbamate), [OH-].[Na+] (NaOH). Reagents/catalysts: [Cl-].C(C1=CC=CC=C1)[N+](CC)(CC)CC (benzyltriethylammonium chloride). Run in ClCCl (dichloromethane). Run at time 3 day. Yields the product C(C)(C)(C)OC(=O)NC(COC)C=1C=C(CCNC(OCC2=CC=CC=C2)=O)C=CC1 (Benzyl 3-{(1R/S)-1-[(tert-butoxycarbonyl)amino]-2-methoxyethyl}phenethylcarbamate). The yield is 48.2%. As a reaction SMILES: [CH3:1]I.[C:3]([O:7][C:8]([NH:10][CH:11]([C:14]1[CH:15]=[C:16]([CH:30]=[CH:31][CH:32]=1)[CH2:17][CH2:18][NH:19][C:20](=[O:29])[O:21][CH2:22][C:23]1[CH:28]=[CH:27][CH:26]=[CH:25][CH:24]=1)[CH2:12][OH:13])=[O:9])([CH3:6])([CH3:5])[CH3:4].[OH-].[Na+]>[Cl-].C([N+](CC)(CC)CC)C1C=CC=CC=1.ClCCl>[C:3]([O:7][C:8]([NH:10][CH:11]([C:14]1[CH:15]=[C:16]([CH:30]=[CH:31][CH:32]=1)[CH2:17][CH2:18][NH:19][C:20](=[O:29])[O:21][CH2:22][C:23]1[CH:24]=[CH:25][CH:26]=[CH:27][CH:28]=1)[CH2:12][O:13][CH3:1])=[O:9])([CH3:6])([CH3:4])[CH3:5] |f:2.3,4.5|. Procedure details: A mixture of methyl iodide (98 ml, 1.57 mmol), benzyl 3-{(1R/S)-1-[(tert-butoxycarbonyl)amino]-2-hydroxyethyl}phenethylcarbamate (preparation 119) (590 mg, 1.4 mmol), benzyltriethylammonium chloride (325 mg, 1.4 mmol) and NaOH solution (185 ml, 10M, 1.85 mmol) in dichloromethane (10 ml), was stirred at room temperature for 3 days. The reaction mixture was partitioned between dichloromethane and water, the phases separated, and the organic layer dried over MgSO4 and evaporated under reduced press... Reactants: CC(C)([O-])C.[K+] (potassium tert-butoxide), [N+](#[C-])CC(=O)OCC (ethyl isocyanoacetate), C(C)OP(=O)(OCC)Cl (diethylchlorophosphate), C(C)(C)(C)OC(=O)N1CC(NC2=C(C1)C=CC=C2)=O (2-oxo-1,2,3,5-tetrahydro-benzo[e][1,4]diazepine-4-carboxylic acid tert-butyl ester), CC(C)([O-])C.[K+] (potassium tert-butoxide). The solvent is C1CCOC1 (THF), C1CCOC1 (THF). Run at temperature 0 celsius, time 30 minute. The product is C(C)OC(=O)C=1N=CN2C3=C(CN(CC12)C(=O)OC(C)(C)C)C=CC=C3 (4H,6H-2,5,10b-triaza-benzo[e]azulene-3,5-dicarboxylic acid 5-tert-butyl ester 3-ethyl ester), solid. Isolated yield 33.0%. As a reaction SMILES: [C:1]([O:5][C:6]([N:8]1[CH2:14][C:13]2[CH:15]=[CH:16][CH:17]=[CH:18][C:12]=2[NH:11][C:10](=O)[CH2:9]1)=[O:7])([CH3:4])([CH3:3])[CH3:2].CC(C)([O-])C.[K+].C(OP(Cl)(OCC)=O)C.[N+:35]([CH2:37][C:38]([O:40][CH2:41][CH3:42])=[O:39])#[C-:36]>C1COCC1>[CH2:41]([O:40][C:38]([C:37]1[N:35]=[CH:36][N:11]2[C:10]=1[CH2:9][N:8]([C:6]([O:5][C:1]([CH3:4])([CH3:3])[CH3:2])=[O:7])[CH2:14][C:13]1[CH:15]=[CH:16][CH:17]=[CH:18][C:12]2=1)=[O:39])[CH3:42] |f:1.2|. Reported procedure: To a solution of 2-oxo-1,2,3,5-tetrahydro-benzo[e][1,4]diazepine-4-carboxylic acid tert-butyl ester (10.0 g, 38.16 mmol) in dry THF (300 mL) at 0° C., was added potassium tert-butoxide (6.4 g, 56.76 mmol) under nitrogen atmosphere and the reaction mixture was stirred at this temperature for 30 min followed by dropwise addition of diethylchlorophosphate (11 mL, 76.3.3 mmol). The reaction mixture was stirred at 0° C. for 40 min. This solution was transferred via cannula to a suspension of potassiu...